From a dataset of the Open Reaction Database (ORD), a public repository of structured organic reaction records. describe an organic reaction: reactants, conditions, products, and yield Reactants: CC#N, C[Si](C)(C)Cl, CCCCCC, [I-], [Na+], CC(O)(CCCC#N)c1cccc(-c2ccc(C(F)(F)F)cc2)c1. Yields the product CC(CCCC#N)c1cccc(-c2ccc(C(F)(F)F)cc2)c1. Reaction SMILES: [CH3:25][C:26]#[N:27].[CH3:28][Si:29]([Cl:30])([CH3:31])[CH3:32].[CH3:35][CH2:36][CH2:37][CH2:38][CH2:39][CH3:40].[I-:34].[Na+:33].[OH:1][C:2]([CH2:3][CH2:4][CH2:5][C:6]#[N:7])([CH3:8])[c:9]1[cH:10][c:11](-[c:15]2[cH:16][cH:17][c:18]([C:21]([F:22])([F:23])[F:24])[cH:19][cH:20]2)[cH:12][cH:13][cH:14]1>>[CH:2]([CH2:3][CH2:4][CH2:5][C:6]#[N:7])([CH3:8])[c:9]1[cH:10][c:11](-[c:15]2[cH:16][cH:17][c:18]([C:21]([F:22])([F:23])[F:24])[cH:19][cH:20]2)[cH:12][cH:13][cH:14]1. Reactants: O=C(OO)c1cccc(Cl)c1, ClCCl, c1ccc2c(c1)Oc1ccncc1O2. The product is [O-][n+]1ccc2c(c1)Oc1ccccc1O2. RXN SMILES: [Cl:15][c:16]1[cH:17][cH:18][cH:19][c:20]([C:21]([O:22][OH:24])=[O:23])[cH:25]1.[Cl:26][CH2:27][Cl:28].[cH:1]1[n:2][cH:3][cH:4][c:5]2[c:10]1[O:9][c:8]1[c:7]([cH:14][cH:13][cH:12][cH:11]1)[O:6]2>>[cH:1]1[n+:2]([O-:23])[cH:3][cH:4][c:5]2[c:10]1[O:9][c:8]1[c:7]([cH:14][cH:13][cH:12][cH:11]1)[O:6]2. The reactants are FC1=CC=C(C=C1)C(=C(C(=O)OCC)N1N=NN=C1C1=CC=CC=C1)C1=CC=C(C=C1)F (ethyl 3,3-bis(4-fluorophenyl)-2-(5-phenyl-1H-tetrazol-1-yl)-2-propenoate), FC1=CC=C(C=C1)C(=C(C(=O)OCC)N1N=NN=C1C)C1=CC=C(C=C1)F (Ethyl 3,3-bis(4-fluorophenyl)-2-(5-methyl-1H-tetrazol-1-yl)2-propenoate). Product: FC1=CC=C(C=C1)C(=C(CO)N1N=NN=C1C)C1=CC=C(C=C1)F (3,3-Bis(4-fluorophenyl)-2-(5-methyl-1H-tetrazol-1-yl)-2propenol). RXN SMILES: [F:1][C:2]1[CH:7]=[CH:6][C:5]([C:8]([C:26]2[CH:31]=[CH:30][C:29]([F:32])=[CH:28][CH:27]=2)=[C:9]([N:15]2[C:19]([C:20]3C=CC=CC=3)=[N:18][N:17]=[N:16]2)[C:10](OCC)=[O:11])=[CH:4][CH:3]=1.FC1C=CC(C(C2C=CC(F)=CC=2)=C(N2C(C)=NN=N2)C(OCC)=O)=CC=1>>[F:1][C:2]1[CH:3]=[CH:4][C:5]([C:8]([C:26]2[CH:27]=[CH:28][C:29]([F:32])=[CH:30][CH:31]=2)=[C:9]([N:15]2[C:19]([CH3:20])=[N:18][N:17]=[N:16]2)[CH2:10][OH:11])=[CH:6][CH:7]=1. Reported procedure: The general procedure of Example 5 was repeated, except that the ethyl 3,3-bis(4-fluorophenyl)-2-(5-phenyl-1H-tetrazol-1-yl)-2-propenoate utilized therein was replaced by 4.87 g of ethyl 3,3-bis(4-fluorophenyl)-2-(5-methyl-1H-tetrazol-1-yl)-2-propenoate [prepared in Example 14] and there was thereby produced 4.45 g of the title compound which was used in the next step without further purification. Reactants: IC=1N=CN(C1)C1=NC(=CC(=C1)C1=CC=C(C=C1)C(F)(F)F)C(F)(F)F (2-(4-iodo-imidazol-1-yl)-6-trifluoromethyl-4-(4-trifluoromethyl-phenyl)-pyridine), C(C)(C)(C)NS(=O)(=O)C=1C=C(C=CC1)B(O)O (3-(tert-butylsulfamoyl)-benzeneboronic acid). The product is C(C)(C)(C)NS(=O)(=O)C1=CC(=CC=C1)C=1N=CN(C1)C1=NC(=CC(=C1)C1=CC=C(C=C1)C(F)(F)F)C(F)(F)F (N-tert-Butyl-3-{1-[6-trifluoromethyl-4-(4-trifluoromethyl-phenyl)-pyridin-2-yl]-1H-imidazol-4-yl}-benzenesulfonamide), solid. Yield: 51.0%. As a reaction SMILES: I[C:2]1[N:3]=[CH:4][N:5]([C:7]2[CH:12]=[C:11]([C:13]3[CH:18]=[CH:17][C:16]([C:19]([F:22])([F:21])[F:20])=[CH:15][CH:14]=3)[CH:10]=[C:9]([C:23]([F:26])([F:25])[F:24])[N:8]=2)[CH:6]=1.[C:27]([NH:31][S:32]([C:35]1[CH:36]=[C:37](B(O)O)[CH:38]=[CH:39][CH:40]=1)(=[O:34])=[O:33])([CH3:30])([CH3:29])[CH3:28]>>[C:27]([NH:31][S:32]([C:35]1[CH:36]=[CH:37][CH:38]=[C:39]([C:2]2[N:3]=[CH:4][N:5]([C:7]3[CH:12]=[C:11]([C:13]4[CH:14]=[CH:15][C:16]([C:19]([F:20])([F:22])[F:21])=[CH:17][CH:18]=4)[CH:10]=[C:9]([C:23]([F:26])([F:25])[F:24])[N:8]=3)[CH:6]=2)[CH:40]=1)(=[O:34])=[O:33])([CH3:30])([CH3:28])[CH3:29]. Procedure details: The title compound was prepared from 2-(4-iodo-imidazol-1-yl)-6-trifluoromethyl-4-(4-trifluoromethyl-phenyl)-pyridine (example E.93) (0.200 g, 0.41 mmol) and commercially available 3-(tert-butylsulfamoyl)-benzeneboronic acid (0.117 g, 0.46 mmol) according to the general procedure VI. Obtained as a white solid (0.120 g, 51%). MS (ISP) 569.2 [(M+H)+]. Reactants: Cc1nn(C)cc1-n1c(=O)n(C)c2cnc3ccc(-c4cnn(CCOC5CCCCO5)c4)cc3c21, CO, C1COCCO1. The product is Cc1nn(C)cc1-n1c(=O)n(C)c2cnc3ccc(-c4cnn(CCO)c4)cc3c21. RXN SMILES: [CH3:1][n:2]1[n:3][c:4]([CH3:36])[c:5](-[n:7]2[c:8](=[O:35])[n:9]([CH3:34])[c:10]3[cH:11][n:12][c:13]4[cH:14][cH:15][c:16](-[c:20]5[cH:21][n:22][n:23]([CH2:25][CH2:26][O:27][CH:28]6[CH2:29][CH2:30][CH2:31][CH2:32][O:33]6)[cH:24]5)[cH:17][c:18]4[c:19]23)[cH:6]1.[CH3:43][OH:44].[O:37]1[CH2:38][CH2:39][O:40][CH2:41][CH2:42]1>>[CH3:1][n:2]1[n:3][c:4]([CH3:36])[c:5](-[n:7]2[c:8](=[O:35])[n:9]([CH3:34])[c:10]3[cH:11][n:12][c:13]4[cH:14][cH:15][c:16](-[c:20]5[cH:21][n:22][n:23]([CH2:25][CH2:26][OH:27])[cH:24]5)[cH:17][c:18]4[c:19]23)[cH:6]1. Procedure details: A solution of 2.0 g. (31 m moles) of malononitrile and 5 g. (31 m moles) of 1,1,3,3-tetramethoxypropane in 12 ml. of acetic anhydride is heated to reflux for 24 hrs. The reaction mixture is distilled separating the lower boiling by-products and solvent from the product. The product fraction is diluted with water and the resulting precipitate is filtered and recrystallized from isopropanol-water, 1.0 g., m.p. 74°-76°C. Reactants: C(CC#N)#N (malononitrile), COC(CC(OC)OC)OC (1,1,3,3-tetramethoxypropane), C(C)(=O)OC(C)=O (acetic anhydride). As a reaction SMILES: [C:1](#[N:5])[CH2:2][C:3]#[N:4].[CH3:6][O:7][CH:8](OC)[CH2:9][CH:10](OC)OC.C(OC(=O)C)(=O)C>>[CH3:6][O:7][CH:8]=[CH:9][CH:10]=[C:2]([C:1]#[N:5])[C:3]#[N:4]. The product is COC=CC=C(C#N)C#N (1-methoxy-4,4-dicyano-1,3-butadiene). Reactants: CCN1C(=O)N(c2ncc(Br)cn2)CC1(C)C, CNC1CCCCC1NC, [Cu]I, [I-], [Na+], C1COCCO1. The product is CCN1C(=O)N(c2ncc(I)cn2)CC1(C)C. As a reaction SMILES: [Br:1][c:2]1[cH:3][n:4][c:5]([N:8]2[C:9](=[O:17])[N:10]([CH2:15][CH3:16])[C:11]([CH3:13])([CH3:14])[CH2:12]2)[n:6][cH:7]1.[CH3:20][NH:21][CH:22]1[CH2:23][CH2:24][CH2:25][CH2:26][CH:27]1[NH:28][CH3:29].[Cu:36][I:37].[I-:19].[Na+:18].[O:30]1[CH2:31][CH2:32][O:33][CH2:34][CH2:35]1>>[c:2]1([I:19])[cH:3][n:4][c:5]([N:8]2[C:9](=[O:17])[N:10]([CH2:15][CH3:16])[C:11]([CH3:13])([CH3:14])[CH2:12]2)[n:6][cH:7]1. The reactants are BrC(C(=O)C1=CC=C(C=C1)Cl)C (2-bromo-4′-chloropropiophenone), C(C1=CC=CC=C1)(=S)N (thiobenzamide), C(C)(=O)[O-].[Na+] (sodium acetate), C(C)O (ethanol). The solvent is O (water). The product is ClC1=CC=C(C=C1)C=1N=C(SC1C)C1=CC=CC=C1 (4-(4-chlorophenyl)-5-methyl-2-phenylthiazole). Yield: 68.2%. As a reaction SMILES: Br[CH:2]([CH3:12])[C:3]([C:5]1[CH:10]=[CH:9][C:8]([Cl:11])=[CH:7][CH:6]=1)=O.[C:13]([NH2:21])(=[S:20])[C:14]1[CH:19]=[CH:18][CH:17]=[CH:16][CH:15]=1.C([O-])(=O)C.[Na+].C(O)C>O>[Cl:11][C:8]1[CH:9]=[CH:10][C:5]([C:3]2[N:21]=[C:13]([C:14]3[CH:19]=[CH:18][CH:17]=[CH:16][CH:15]=3)[S:20][C:2]=2[CH3:12])=[CH:6][CH:7]=1 |f:2.3|. Procedure details: A mixture of 2-bromo-4′-chloropropiophenone (45.0 g), thiobenzamide (24.7 g), sodium acetate (14.8 g) and ethanol (400 mL) was stirred with heating under reflux for 3 hrs. The reaction mixture was poured into water, and the mixture was extracted with ethyl acetate. The organic layer was washed with water, dried over anhydrous magnesium sulfate and concentrated to give 4-(4-chlorophenyl)-5-methyl-2-phenylthiazole (35.1 g, 68%) as crystals. Recrystallization from ethyl acetate-hexane gave colorles...